This data is from the Open Reaction Database (ORD), a public repository of structured organic reaction records. The task is: describe an organic reaction: reactants, conditions, products, and yield Starting materials: CN(C(=O)N1CCC(=CC1)C1=CC2=C(N=CN=C2C2=C(C(=CC(=C2)F)N)C)N1)C (4-[4-(3-Amino-5-fluoro-2-methyl-phenyl)-7H-pyrrolo[2,3-d]pyrimidin-6-yl]-3,6-dihydro-2H-pyridine-1-carboxylic acid dimethylamide), ClC=1C2=C(N=CN1)NC(=C2)C=2CCSCC2 (4-Chloro-6-(3,6-dihydro-2H-thiopyran-4-yl)-7H-pyrrolo[2,3-d]pyrimidine). Yields the product S1CCC(=CC1)C1=CC2=C(N=CN=C2C=2C(=C(C=C(C2)F)N)C)N1 (3-[6-(3,6-Dihydro-2H-thiopyran-4-yl)-7H-pyrrolo[2,3-d]pyrimidin-4-yl]-5-fluoro-2-methyl-phenylamine). As a reaction SMILES: CN(C)C(N1[CH2:10][CH:9]=[C:8]([C:11]2[NH:28][C:14]3[N:15]=[CH:16][N:17]=[C:18]([C:19]4[CH:24]=[C:23]([F:25])[CH:22]=[C:21]([NH2:26])[C:20]=4[CH3:27])[C:13]=3[CH:12]=2)[CH2:7][CH2:6]1)=O.ClC1C2C=C(C3CC[S:43]CC=3)NC=2N=CN=1>>[S:43]1[CH2:10][CH:9]=[C:8]([C:11]2[NH:28][C:14]3[N:15]=[CH:16][N:17]=[C:18]([C:19]4[C:20]([CH3:27])=[C:21]([NH2:26])[CH:22]=[C:23]([F:25])[CH:24]=4)[C:13]=3[CH:12]=2)[CH2:7][CH2:6]1. Procedure: Intermediate 16 was prepared analogue to Intermediate 6 by replacing Intermediate 3 with Intermediate 15. The reactants are BrC1=NC2=CC=CC=C2C(=C1)[N+](=O)[O-] (2-bromo-4-nitroquinoline), CNC1=CC=C(C=C1)B1OC(C(O1)(C)C)(C)C (N-methyl-4-(4,4,5,5-tetramethyl-1,3,2-dioxaborolan-2-yl)aniline). Yields the product CNC1=CC=C(C=C1)C1=NC2=CC=CC=C2C(=C1)[N+](=O)[O-] (N-Methyl-4-(4-nitroquinolin-2-yl)aniline), solid. Isolated yield 66.0%. As a reaction SMILES: Br[C:2]1[CH:11]=[C:10]([N+:12]([O-:14])=[O:13])[C:9]2[C:4](=[CH:5][CH:6]=[CH:7][CH:8]=2)[N:3]=1.[CH3:15][NH:16][C:17]1[CH:22]=[CH:21][C:20](B2OC(C)(C)C(C)(C)O2)=[CH:19][CH:18]=1>>[CH3:15][NH:16][C:17]1[CH:22]=[CH:21][C:20]([C:2]2[CH:11]=[C:10]([N+:12]([O-:14])=[O:13])[C:9]3[C:4](=[CH:5][CH:6]=[CH:7][CH:8]=3)[N:3]=2)=[CH:19][CH:18]=1. Procedure details: N-Methyl-4-(4-nitroquinolin-2-yl)aniline T466P was prepared using general procedure A from 2-bromo-4-nitroquinoline (50 mg, 0.2 mmol) and N-methyl-4-(4,4,5,5-tetramethyl-1,3,2-dioxaborolan-2-yl)aniline (46 mg, 0.2 mmol). The product T466P was obtained as a brown solid (37 mg, 66%). 1H NMR (400 MHz, CDCl3): δ 8.34 (m, 1H), 8.32 (s, 1H), 8.19 (m, 1H), 8.09 (m, 2H), 7.79 (m, 1H), 7.63 (m, 1H), 6.72 (m, 2H), 2.93 (s, 3H); MS (ESI): 280 (M+H+).